This data is from the Open Reaction Database (ORD), a public repository of structured organic reaction records. The task is: describe an organic reaction: reactants, conditions, products, and yield Reactants: CNOC, ClCCl, Cl, Cl, CC(C)(CC(=O)O)c1cccc2c1OCC2, O=S(Cl)Cl, c1ccncc1. The product is CON(C)C(=O)CC(C)(C)c1cccc2c1OCC2. Reaction SMILES: [CH3:22][NH:23][O:24][CH3:25].[Cl:27][CH2:28][Cl:29].[ClH:21].[ClH:26].[O:1]1[CH2:2][CH2:3][c:4]2[c:5]1[c:6]([C:10]([CH2:11][C:12](=[O:13])[OH:14])([CH3:15])[CH3:16])[cH:7][cH:8][cH:9]2.[S:17]([Cl:18])([Cl:19])=[O:20].[cH:30]1[cH:31][cH:32][n:33][cH:34][cH:35]1>>[O:1]1[CH2:2][CH2:3][c:4]2[c:5]1[c:6]([C:10]([CH2:11][C:12](=[O:14])[N:23]([CH3:22])[O:24][CH3:25])([CH3:15])[CH3:16])[cH:7][cH:8][cH:9]2. Reactants: NC(=S)N (Thiourea), ClC1=NC=2N(C(=C1)Cl)N=CN2 (5,7-dichloro-s-triazolo[1,5-a]pyrimidine). The solvent is C(C)O (ethanol). Product: ClC1=NC=2N(C(=C1)S)N=CN2 (5-chloro-7-mercapto-s-triazolo[1,5-a]pyrimidine). The yield is 28.9%. Reaction SMILES: [NH2:1][C:2](N)=[S:3].[Cl:5][C:6]1[CH:11]=C(Cl)N2[N:13]=[CH:14][N:15]=[C:8]2[N:7]=1>C(O)C>[Cl:5][C:6]1[CH:11]=[C:2]([SH:3])[N:1]2[N:13]=[CH:14][N:15]=[C:8]2[N:7]=1. Reported procedure: Thiourea (1.7 g) was added all at once to a solution of 4.2 g of 5,7-dichloro-s-triazolo[1,5-a]pyrimidine in 140 ml anhydrous ethanol at room temperature, the mixture was refluxed for 30 minutes, the crystals formed upon ice cooling were filtered off, and the filtrate was concentrated under reduced pressure. The residue was dissolved in 18 ml of 1N sodium hydroxide solution. The resulting solution was washed with 20 ml of ethyl acetate. The pH was adjusted to 1.0 with concentrated hydrochloric a... Starting materials: C(C)(=O)N[C@@H](CC1=CC(=C(C=C1)N)C(C)C)C(=O)OC (methyl N-acetyl-4-amino-3-isopropylphenylalaninate), residue, COC(C(CCSC)NC(CCCCN)=O)=O (2-(5-amino-pentanoylamino)-4-methylsulfanyl-butyric acid methyl ester), Cl.CN(CCCN=C=NCC)C (1-[3-(dimethylamino)propyl]-3-ethylcarbodiimide hydrochloride), ON1N=NC2=C1C=CC=C2 (N-hydroxybenzotriazole). Run in C(C)N(CC)CC (triethyl amine), O (water), [OH-].[Na+] (NaOH), CO (methanol), CN(C)C=O (DMF). Conditions: time 5 hour. Product: C(C)(=O)N[C@@H](CC1=CC(=C(C=C1)N)C(C)C)C(=O)NCCCCC(=O)N[C@@H](CCSC)C(=O)OC (methyl N-{5-[(N-acetyl-4-amino-3-isopropylphenylalanyl)amino]pentanoyl}methioninate). RXN SMILES: [C:1]([NH:4][C@H:5]([C:17]([O:19]C)=O)[CH2:6][C:7]1[CH:12]=[CH:11][C:10]([NH2:13])=[C:9]([CH:14]([CH3:16])[CH3:15])[CH:8]=1)(=[O:3])[CH3:2].[CH3:21][O:22][C:23](=[O:37])[CH:24]([NH:29][C:30](=[O:36])[CH2:31][CH2:32][CH2:33][CH2:34][NH2:35])[CH2:25][CH2:26][S:27][CH3:28].Cl.CN(C)CCCN=C=NCC.ON1C2C=CC=CC=2N=N1>[OH-].[Na+].CO.CN(C=O)C.O.C(N(CC)CC)C>[C:1]([NH:4][C@H:5]([C:17]([NH:35][CH2:34][CH2:33][CH2:32][CH2:31][C:30]([NH:29][C@H:24]([C:23]([O:22][CH3:21])=[O:37])[CH2:25][CH2:26][S:27][CH3:28])=[O:36])=[O:19])[CH2:6][C:7]1[CH:12]=[CH:11][C:10]([NH2:13])=[C:9]([CH:14]([CH3:15])[CH3:16])[CH:8]=1)(=[O:3])[CH3:2] |f:2.3,5.6|. Procedure details: A mixture of methyl N-acetyl-4-amino-3-isopropylphenylalaninate in 1N NaOH (4 mL) and methanol (2 mL) was stirred for 5 hours, concentrated under reduced pressure, taken up in a mixture of ethyl acetate and ethanol (3×30 mL, 1:1), dried (Na2SO4), filtered and concentrated under reduced pressure. MS (ESI) m/z=−263 (M−H)−. To a mixture of the residue (239 mg, 0.833 mmole), 2-(5-amino-pentanoylamino)-4-methylsulfanyl-butyric acid methyl ester (298 mg, 1.0 mmole), 1-[3-(dimethylamino)propyl]-3-ethyl... Procedure: A mixture of 2-(4-methoxy-3-methylphenyl)ethylamine (16 g), triethylamine (1.74 ml), 1,3-dicyclohexylcarbodiimide (8.75 g), 1-(2-thienyl)cyclopropanecarboxylic acid (7 g) and 1-hydroxybenzotriazole (5.6 g) in tetrahydrofuran (95 ml) was stirred for 16 hours. The mixture was poured into water, basified with aqueous ammonia solution and filtered. The filtrate was extracted with ethyl acetate (3×50 ml) and the combined extracts washed with 1M hydrochloric acid and brine then dried and the solvent r... Isolated yield 81.5%. Run in O1CCCC1 (tetrahydrofuran), C(C)N(CC)CC (triethylamine), O (water). Conditions: time 16 hour. The product is COC1=C(C=C(C=C1)CCNC(=O)C1(CC1)C=1SC=CC1)C (N-(2-(4-methoxy-3-methylphenyl)ethyl)-1-(2-thienyl)cyclopropanecarboxamide). RXN SMILES: [CH3:1][O:2][C:3]1[CH:8]=[CH:7][C:6]([CH2:9][CH2:10][NH2:11])=[CH:5][C:4]=1[CH3:12].C1(N=C=NC2CCCCC2)CCCCC1.[S:28]1[CH:32]=[CH:31][CH:30]=[C:29]1[C:33]1([C:36](O)=[O:37])[CH2:35][CH2:34]1.ON1C2C=CC=CC=2N=N1.N>O1CCCC1.O.C(N(CC)CC)C>[CH3:1][O:2][C:3]1[CH:8]=[CH:7][C:6]([CH2:9][CH2:10][NH:11][C:36]([C:33]2([C:29]3[S:28][CH:32]=[CH:31][CH:30]=3)[CH2:35][CH2:34]2)=[O:37])=[CH:5][C:4]=1[CH3:12]. Starting materials: COC1=C(C=C(C=C1)CCN)C (2-(4-methoxy-3-methylphenyl)ethylamine), C1(CCCCC1)N=C=NC1CCCCC1 (1,3-dicyclohexylcarbodiimide), S1C(=CC=C1)C1(CC1)C(=O)O (1-(2-thienyl)cyclopropanecarboxylic acid), ON1N=NC2=C1C=CC=C2 (1-hydroxybenzotriazole), N (ammonia).